Dataset: the Open Reaction Database (ORD), a public repository of structured organic reaction records. Task: describe an organic reaction: reactants, conditions, products, and yield Starting materials: COC(CN1C(=CC2=CC(=CC=C12)F)C)=O ((5-fluoro-2-methylindol-1-yl)acetic acid methyl ester), C1(=CC=CC=C1)S(=O)(=O)C=1N=CSC1C=O (4-benzenesulfonylthiazole-5-carbaldehyde), C(C)[SiH](CC)CC (triethylsilane), FC(C(=O)O)(F)F (trifluoroacetic acid). Solvent: ClCCCl (1,2-dichloroethane), C(O)([O-])=O.[Na+] (sodium hydrogen carbonate), ClCCCl (1,2-dichloroethane). Reaction conditions: time 8 hour. Yields the product COC(CN1C(=C(C2=CC(=CC=C12)F)CC1=C(N=CS1)S(=O)(=O)C1=CC=CC=C1)C)=O ([3-(4-benzenesulfonylthiazol-5-ylmethyl)-5-fluoro-2-methylindol-1-yl]acetic acid methyl ester). Isolated yield 48.2%. Reaction SMILES: [CH3:1][O:2][C:3](=[O:16])[CH2:4][N:5]1[C:13]2[C:8](=[CH:9][C:10]([F:14])=[CH:11][CH:12]=2)[CH:7]=[C:6]1[CH3:15].[C:17]1([S:23]([C:26]2[N:27]=[CH:28][S:29][C:30]=2[CH:31]=O)(=[O:25])=[O:24])[CH:22]=[CH:21][CH:20]=[CH:19][CH:18]=1.C([SiH](CC)CC)C.FC(F)(F)C(O)=O>C(=O)([O-])O.[Na+].ClCCCl>[CH3:1][O:2][C:3](=[O:16])[CH2:4][N:5]1[C:13]2[C:8](=[CH:9][C:10]([F:14])=[CH:11][CH:12]=2)[C:7]([CH2:31][C:30]2[S:29][CH:28]=[N:27][C:26]=2[S:23]([C:17]2[CH:18]=[CH:19][CH:20]=[CH:21][CH:22]=2)(=[O:24])=[O:25])=[C:6]1[CH3:15] |f:4.5|. Procedure: A mixture of (5-fluoro-2-methylindol-1-yl)acetic acid methyl ester (0.2 g), 4-benzenesulfonylthiazole-5-carbaldehyde (0.23 g) and 1,2-dichloroethane (7.0 mL) at 0° C. was treated dropwise with a mixture of triethylsilane (2.2 mL), trifluoroacetic acid (0.6 mL) and 1,2-dichloroethane (2.0 mL), and the resulting mixture was stirred at room temperature overnight. The mixture was cooled to 0° C. and diluted with saturated aqueous sodium hydrogen carbonate solution. The phases were separated and the ...